describe an organic reaction: reactants, conditions, products, and yield From a dataset of the Open Reaction Database (ORD), a public repository of structured organic reaction records. The product is FC1=CC=C2C(C/C(/C2=C1)=C\C(=O)N)(C)C ((E)-2-(6fluoro-3,3-dimethyl-1-indanylidene)acetamide). The solvent is ClCCl (dichloromethane). Reaction conditions: temperature 0 celsius. Reported procedure: A solution of 30% aqueous ammonium hydroxide (10 ml, 76 mmol, Mallinckrodt) was added to the solution of (E)-2-(6-fluoro-3,3-dimethyl-1-indanylidene)acetyl chloride (0.01363 mol) obtained from Example 41h diluted with dichloromethane (200 ml) and cooled to 0° C. The biphasic solution was stirred rapidly and allowed to warm to room temperature over 18 h. The reaction solution was concentrated by spin evaporation in vacuo, diluted with dichloromethane (200 ml), and washed with IN aqueous hydrochlo... Reactants: [OH-].[NH4+] (ammonium hydroxide), FC1=CC=C2C(C/C(/C2=C1)=C\C(=O)Cl)(C)C ((E)-2-(6-fluoro-3,3-dimethyl-1-indanylidene)acetyl chloride). RXN SMILES: [OH-].[NH4+:2].[F:3][C:4]1[CH:12]=[C:11]2[C:7]([C:8]([CH3:18])([CH3:17])[CH2:9]/[C:10]/2=[CH:13]\[C:14](Cl)=[O:15])=[CH:6][CH:5]=1>ClCCl>[F:3][C:4]1[CH:12]=[C:11]2[C:7]([C:8]([CH3:18])([CH3:17])[CH2:9]/[C:10]/2=[CH:13]\[C:14]([NH2:2])=[O:15])=[CH:6][CH:5]=1 |f:0.1|. The yield is 95.4%. Starting materials: CCCCCCCCCCOc1ccc(-c2ccc(C#CCCC(C)O)cc2)cc1, CCCCI, CN(C)C=O, [KH], C1CCOC1. Yields the product CCCCCCCCCCOc1ccc(-c2ccc(C#CCCC(C)OCCCC)cc2)cc1. RXN SMILES: [CH2:2]([CH2:3][CH2:4][CH2:5][CH2:6][CH2:7][CH2:8][CH2:9][CH2:10][CH3:11])[O:12][c:13]1[cH:14][cH:15][c:16](-[c:19]2[cH:20][cH:21][c:22]([C:25]#[C:26][CH2:27][CH2:28][CH:29]([CH3:30])[OH:31])[cH:23][cH:24]2)[cH:17][cH:18]1.[CH2:37]([I:38])[CH2:39][CH2:40][CH3:41].[CH3:42][N:43]([CH3:44])[CH:45]=[O:46].[KH:1].[O:32]1[CH2:33][CH2:34][CH2:35][CH2:36]1>>[CH2:2]([CH2:3][CH2:4][CH2:5][CH2:6][CH2:7][CH2:8][CH2:9][CH2:10][CH3:11])[O:12][c:13]1[cH:14][cH:15][c:16](-[c:19]2[cH:20][cH:21][c:22]([C:25]#[C:26][CH2:27][CH2:28][CH:29]([CH3:30])[O:31][CH2:33][CH2:34][CH2:35][CH3:36])[cH:23][cH:24]2)[cH:17][cH:18]1. Conditions: time 30 minute. Yields the product COC([C@@H](NC(=O)OC(C)(C)C)CC1=CC=C(C=C1)OCC=C)=O (N-Boc-O-allyltyrosine methyl ester). Reported procedure: K2CO3 (20 mg, 0.145 mmol) was added to a stirred solution of 3 (100 mg, 0.131 mmol) in CH3OH (2 mL). After 30 min, the reaction mixture was filtered, diluted with ether (10 mL), and washed with aq NH4Cl and brine. Concentration followed by flash chromatography (20% diethyl ether/pentane) afforded N-Boc-O-allyltyrosine methyl ester (40.0 mg, 92%). Reactants: C(=O)([O-])[O-].[K+].[K+] (K2CO3), C(=O)(OC(C)(C)C)NC([C@@H](N)CC1=CC=C(C=C1)OCC=C)=O (N-Boc-O-allyl-L-tyrosine amide), CO (CH3OH). The yield is 92.0%. RXN SMILES: [C:1]([O-:4])([O-:3])=O.[K+].[K+].C(N[C:15](=[O:29])[C@H:16]([CH2:18][C:19]1[CH:24]=[CH:23][C:22]([O:25][CH2:26][CH:27]=[CH2:28])=[CH:21][CH:20]=1)[NH2:17])(OC(C)(C)C)=O.[CH3:30][OH:31]>>[CH3:30][O:31][C:15](=[O:29])[C@H:16]([CH2:18][C:19]1[CH:20]=[CH:21][C:22]([O:25][CH2:26][CH:27]=[CH2:28])=[CH:23][CH:24]=1)[NH:17][C:1]([O:4][C:19]([CH3:24])([CH3:20])[CH3:18])=[O:3] |f:0.1.2|. The reactants are COCC(O)COC1CN(C(=O)OC(C)(C)C)CC(OCc2cc(OC)c3ccccc3c2)C1c1ccc(OCCCOCc2ccccc2OC)cc1, CO, Cl. Yields the product COCC(O)COC1CNCC(OCc2cc(OC)c3ccccc3c2)C1c1ccc(OCCCOCc2ccccc2OC)cc1. Reaction SMILES: [C:1]([O:2][C:3](=[O:4])[N:8]1[CH2:9][CH:10]([O:48][CH2:49][CH:50]([CH2:51][O:52][CH3:53])[OH:54])[CH:11]([c:28]2[cH:29][cH:30][c:31]([O:34][CH2:35][CH2:36][CH2:37][O:38][CH2:39][c:40]3[c:41]([O:46][CH3:47])[cH:42][cH:43][cH:44][cH:45]3)[cH:32][cH:33]2)[CH:12]([O:14][CH2:15][c:16]2[cH:17][c:18]3[cH:19][cH:20][cH:21][cH:22][c:23]3[c:24]([O:26][CH3:27])[cH:25]2)[CH2:13]1)([CH3:5])([CH3:6])[CH3:7].[CH3:56][OH:57].[ClH:55]>>[NH:8]1[CH2:9][CH:10]([O:48][CH2:49][CH:50]([CH2:51][O:52][CH3:53])[OH:54])[CH:11]([c:28]2[cH:29][cH:30][c:31]([O:34][CH2:35][CH2:36][CH2:37][O:38][CH2:39][c:40]3[c:41]([O:46][CH3:47])[cH:42][cH:43][cH:44][cH:45]3)[cH:32][cH:33]2)[CH:12]([O:14][CH2:15][c:16]2[cH:17][c:18]3[cH:19][cH:20][cH:21][cH:22][c:23]3[c:24]([O:26][CH3:27])[cH:25]2)[CH2:13]1.